From a dataset of the Open Reaction Database (ORD), a public repository of structured organic reaction records. describe an organic reaction: reactants, conditions, products, and yield The reactants are O (Water), solvent B, OC1=C2C(=C3C(=CC(OC3=C1[C@@H]([C@@H](C=C)C)O)=O)CCC)OC(C=C2)(C)C ((+)-5-Hydroxy-6-[(1R,2R)-1-hydroxy-2-methylbut-3-enyl]-2,2-dimethyl-10-propyl-2H-pyrano[2,3-f]chromene-8-one), N1=CC=CC=C1 (pyridine), C(C)(C)(C)[Si](C)(C)Cl (tert-butylchlorodimethylsilane). The reagents and catalysts are CN(C)C=1C=CN=CC1 (DMAP). Run in C(Cl)Cl (CH2Cl2). Run at time 1.5 hour. The product is OC1=C2C(=C3C(=CC(OC3=C1[C@@H]([C@@H](C=C)C)O[Si](C)(C)C(C)(C)C)=O)CCC)OC(C=C2)(C)C ((+)-5-Hydroxy-6-[(1R,2R)-1-tert-butyldimethylsilyloxy-2-methylbut-3-enyl]-2,2-dimethyl-10-propyl-2H-pyrano[2,3-f]chromen-8-one). Isolated yield 95.5%. Reaction SMILES: [OH:1][C:2]1[C:11]([C@H:12]([OH:17])[C@H:13]([CH3:16])[CH:14]=[CH2:15])=[C:10]2[C:5]([C:6]([CH2:19][CH2:20][CH3:21])=[CH:7][C:8](=[O:18])[O:9]2)=[C:4]2[O:22][C:23]([CH3:27])([CH3:26])[CH:24]=[CH:25][C:3]=12.N1C=CC=CC=1.[C:34]([Si:38](Cl)([CH3:40])[CH3:39])([CH3:37])([CH3:36])[CH3:35].O>C(Cl)Cl.CN(C1C=CN=CC=1)C>[OH:1][C:2]1[C:11]([C@H:12]([O:17][Si:38]([C:34]([CH3:37])([CH3:36])[CH3:35])([CH3:40])[CH3:39])[C@H:13]([CH3:16])[CH:14]=[CH2:15])=[C:10]2[C:5]([C:6]([CH2:19][CH2:20][CH3:21])=[CH:7][C:8](=[O:18])[O:9]2)=[C:4]2[O:22][C:23]([CH3:26])([CH3:27])[CH:24]=[CH:25][C:3]=12. Procedure: To a solution of 9 (1.44 g, 3.89 mmol) in dry CH2Cl2 (50 mL) at -20° C. was added pyridine (6 mL), DMAP (1.10 g, 9.00 mmol) and tert-butylchlorodimethylsilane (1.40 g, 9.28 mmol). The reaction mixture was stirred under nitrogen at room temperature for 1.5 h until disappearance of the starting material was observed. Water (15 mL) was then added, and the mixture was stirred for an additional 15 min. The organic layer was separated, and the aqueous layer was extracted with CH2Cl2 (2×15 mL). The com...